Dataset: the Open Reaction Database (ORD), a public repository of structured organic reaction records. Task: describe an organic reaction: reactants, conditions, products, and yield Reactants: CC(C)(C)[Si](C)(C)Cl, OCCCCO, C1CCOC1, CCOC(C)=O, O, c1c[nH]cn1. RXN SMILES: [C:7]([CH3:8])([CH3:9])([CH3:10])[Si:11]([CH3:12])([CH3:13])[Cl:14].[CH2:1]([CH2:2][CH2:3][CH2:4][OH:5])[OH:6].[CH2:26]1[O:27][CH2:28][CH2:29][CH2:30]1.[CH3:20][CH2:21][O:22][C:23](=[O:24])[CH3:25].[OH2:31].[nH:15]1[cH:16][cH:17][n:18][cH:19]1>>[CH2:1]([CH2:2][CH2:3][CH2:4][O:5][Si:11]([C:7]([CH3:8])([CH3:9])[CH3:10])([CH3:12])[CH3:13])[OH:6]. The product is CC(C)(C)[Si](C)(C)OCCCCO. The reagents and catalysts are [O-2].[O-2].[O-2].[Cr+6] (chromium trioxide). The solvent is C(C)#N (acetonitrile), C(C)#N (acetonitrile). Yields the product FC(CC[C@@H](C(=O)O)N[C@H](C(F)(F)F)C1=CC=C(C=C1)C1=CC=C(C=C1)S(=O)(=O)C)(F)F ((2S)-5,5,5-trifluoro-2-({(1S)-2,2,2-trifluoro-1-[4′-(methylsulfonyl)-1,1′-biphenyl-4-yl]ethyl}amino)pentanoic acid). Starting materials: suspension, FC(CC[C@@H](CO)N[C@H](C(F)(F)F)C1=CC=C(C=C1)C1=CC=C(C=C1)S(=O)(=O)C)(F)F ((2S)-5,5,5-trifluoro-2-({(1S)-2,2,2-trifluoro-1-[4′-(methylsulfonyl)-1,1′-biphenyl-4-yl]ethyl}amino)pentan-1-ol), I(=O)(=O)(=O)O (periodic acid). Run at temperature 2.5 celsius, time 4 hour. RXN SMILES: I(O)(=O)(=O)=[O:2].[F:6][C:7]([F:36])([F:35])[CH2:8][CH2:9][C@H:10]([NH:13][C@@H:14]([C:19]1[CH:24]=[CH:23][C:22]([C:25]2[CH:30]=[CH:29][C:28]([S:31]([CH3:34])(=[O:33])=[O:32])=[CH:27][CH:26]=2)=[CH:21][CH:20]=1)[C:15]([F:18])([F:17])[F:16])[CH2:11][OH:12]>C(#N)C.[O-2].[O-2].[O-2].[Cr+6]>[F:36][C:7]([F:6])([F:35])[CH2:8][CH2:9][C@H:10]([NH:13][C@@H:14]([C:19]1[CH:24]=[CH:23][C:22]([C:25]2[CH:30]=[CH:29][C:28]([S:31]([CH3:34])(=[O:32])=[O:33])=[CH:27][CH:26]=2)=[CH:21][CH:20]=1)[C:15]([F:16])([F:17])[F:18])[C:11]([OH:2])=[O:12] |f:3.4.5.6|. Procedure details: A stock oxidant suspension was prepared by stirring periodic acid (2.28 g) and chromium trioxide (4.6 mg) in wet acetonitrile (0.75% water) to create a suspension of total volume of 22.8 mL. The oxidant suspension (4.22 mL) was then added to a stirred solution of (2S)-5,5,5-trifluoro-2-({(1S)-2,2,2-trifluoro-1-[4′-(methylsulfonyl)-1,1′-biphenyl-4-yl]ethyl}amino)pentan-1-ol (0.35 g, 0.74 mmol) in wet acetonitrile (3.7 mL) dropwise while maintaining the temperature at 0-5° C. The reaction mixture ...